Dataset: the Open Reaction Database (ORD), a public repository of structured organic reaction records. Task: describe an organic reaction: reactants, conditions, products, and yield Starting materials: C(C(=O)Cl)(=O)Cl (oxalyl dichloride), FC=1C=C(C=CC1F)/C=C/C(=O)O ((E)-3-(3,4-difluorophenyl)acrylic acid), CN(C=O)C (N,N-dimethylformamide). Solvent: ClCCl (dichloromethane). Reaction conditions: time 2 hour. Yields the product FC=1C=C(C=CC1F)C=CC(=O)Cl (3-(3,4-Difluoro-phenyl)-acryloyl chloride). Reaction SMILES: [C:1](Cl)(=O)[C:2]([Cl:4])=[O:3].[F:7][C:8]1[CH:9]=[C:10](/[CH:15]=C/C(O)=O)[CH:11]=[CH:12][C:13]=1[F:14].CN(C)C=O>ClCCl>[F:7][C:8]1[CH:9]=[C:10]([CH:15]=[CH:1][C:2]([Cl:4])=[O:3])[CH:11]=[CH:12][C:13]=1[F:14]. Reported procedure: At 0-5° C., oxalyl dichloride (25.7 g, 202.36 mmol, 3.00 equiv.) was added to a mixture of (E)-3-(3,4-difluorophenyl)acrylic acid (12.4 g, 67.38 mmol, 1.00 equiv.), N,N-dimethylformamide (1 mL), and dichloromethane (150 mL). The solution was stirred at ambient temperature for about 2 hours, and then concentrated in vacuo to give the title product, which was used in the next step without any further purification. RXN SMILES: [CH2:26]([CH3:27])[NH:28][CH2:29][CH3:30].[CH3:2][O:3][c:4]1[c:5]([CH3:25])[c:6]([CH3:24])[c:7]([CH:11]=[CH:12][C:13](=[CH:14][CH:15]=[CH:16][C:17](=[CH:18][C:19](=[O:20])[OH:21])[CH3:22])[CH3:23])[c:8]([CH3:10])[cH:9]1.[Cl-:1]>>[CH3:2][O:3][c:4]1[c:5]([CH3:25])[c:6]([CH3:24])[c:7]([CH:11]=[CH:12][C:13](=[CH:14][CH:15]=[CH:16][C:17](=[CH:18][C:19](=[O:21])[NH:28][CH2:26][CH3:27])[CH3:22])[CH3:23])[c:8]([CH3:10])[cH:9]1. Yields the product CCNC(=O)C=C(C)C=CC=C(C)C=Cc1c(C)cc(OC)c(C)c1C. Reactants: CCNCC, COc1cc(C)c(C=CC(C)=CC=CC(C)=CC(=O)O)c(C)c1C, [Cl-]. Starting materials: CO, COc1ccc([N+](=O)[O-])cc1C1OCCO1. Product: COc1ccc(N)cc1C1OCCO1. Reaction SMILES: [CH3:17][OH:18].[CH3:1][O:2][c:3]1[c:4]([CH:12]2[O:13][CH2:14][CH2:15][O:16]2)[cH:5][c:6]([N+:9]([O-:10])=[O:11])[cH:7][cH:8]1>>[CH3:1][O:2][c:3]1[c:4]([CH:12]2[O:13][CH2:14][CH2:15][O:16]2)[cH:5][c:6]([NH2:9])[cH:7][cH:8]1. Starting materials: [Na] (sodium), ClC=1C(=C(C(=O)O)C(=C(C1Cl)Cl)Cl)C#N (3,4,5,6-tetrachloro-2-cyanobenzoic acid), [OH-].[Na+] (sodium hydroxide), S(=O)(=O)(OC)OC (dimethyl sulfate). The solvent is C(C)C(=O)C (methyl ethyl ketone), O (water). The product is ClC=1C(=C(C(=O)OC)C(=C(C1Cl)Cl)Cl)C#N (methyl 3,4,5,6-tetrachloro-2-cyanobenzoate). The yield is 93.0%. Reaction SMILES: [Na].[Cl:2][C:3]1[C:4]([C:15]#[N:16])=[C:5]([C:9]([Cl:14])=[C:10]([Cl:13])[C:11]=1[Cl:12])[C:6]([OH:8])=[O:7].S(OC)(O[CH3:21])(=O)=O.[OH-].[Na+]>C(C(C)=O)C.O>[Cl:2][C:3]1[C:4]([C:15]#[N:16])=[C:5]([C:9]([Cl:14])=[C:10]([Cl:13])[C:11]=1[Cl:12])[C:6]([O:8][CH3:21])=[O:7] |f:3.4,^1:0|. Procedure: A reaction vessel is charged in succession with 360 g of water, 475 g of methyl ethyl ketone and 307 g (1.0 mole) of the sodium salt (dry) of 3,4,5,6-tetrachloro-2-cyanobenzoic acid. With stirring, the mixture is heated to 72°-74° C. and to the suspension so obtained are added, at this temperature and over 1 hour, 189 g of dimethyl sulfate (1.5 moles), while keeping the pH at 5.0-5.5 by the gradual addition of 66 g (0.5 mole) of 30% sodium hydroxide solution. The reaction mixture is then stirred... Run at time 3 hour. Run in ClCCl (dichloromethane). Reactants: C(C1=CC=CC=C1)C1=NN=C(S1)NC(=O)C1=CC=C(C=C1)[C@@H]1CC[C@H](CC1)/C=C/C(=O)OC(C)(C)C (tert-butyl trans-(E)-3-{4-[4-(5-benzyl[1.3.4]thiadiazol-2-ylcarbamoyl)phenyl]-cyclohexyl}acrylate), FC(C(=O)O)(F)F (trifluoroacetic acid). Yield: 25.5%. As a reaction SMILES: [CH2:1]([C:8]1[S:12][C:11]([NH:13][C:14]([C:16]2[CH:21]=[CH:20][C:19]([C@H:22]3[CH2:27][CH2:26][C@H:25](/[CH:28]=[CH:29]/[C:30]([O:32]C(C)(C)C)=[O:31])[CH2:24][CH2:23]3)=[CH:18][CH:17]=2)=[O:15])=[N:10][N:9]=1)[C:2]1[CH:7]=[CH:6][CH:5]=[CH:4][CH:3]=1.FC(F)(F)C(O)=O>ClCCl>[CH2:1]([C:8]1[S:12][C:11]([NH:13][C:14]([C:16]2[CH:17]=[CH:18][C:19]([C@H:22]3[CH2:27][CH2:26][C@H:25](/[CH:28]=[CH:29]/[C:30]([OH:32])=[O:31])[CH2:24][CH2:23]3)=[CH:20][CH:21]=2)=[O:15])=[N:10][N:9]=1)[C:2]1[CH:7]=[CH:6][CH:5]=[CH:4][CH:3]=1. Procedure: 35 mg of tert-butyl trans-(E)-3-{4-[4-(5-benzyl[1.3.4]thiadiazol-2-ylcarbamoyl)phenyl]-cyclohexyl}acrylate (0.07 mmol, 1 eq.) are placed in 1 mL of dichloromethane. 0.5 mL of trifluoroacetic acid (6.73 mmol, 97 eq.) is added and the reaction medium is stirred for 3 hours at room temperature. The solvent is evaporated off. The resin is triturated in ethyl acetate to give 8 mg of trans-(E)-3-{4-[4-(5-benzyl[1.3.4]thiadiazol-2-ylcarbamoyl)-phenyl]cyclohexyl}acrylic acid. Yields the product C(C1=CC=CC=C1)C1=NN=C(S1)NC(=O)C1=CC=C(C=C1)[C@@H]1CC[C@H](CC1)/C=C/C(=O)O (trans-(E)-3-{4-[4-(5-benzyl[1.3.4]thiadiazol-2-ylcarbamoyl)-phenyl]cyclohexyl}acrylic acid). Starting materials: ice water, ice, [OH-].[Na+] (sodium hydroxide), F[C@H]1C([C@]2(C)[C@@H](C1)[C@@H]1C([C@@H](C3=CC(C=C([C@]3(C)[C@H]1CC2)C)=O)C)=C)=O (16α-fluoro-1,6α-dimethyl-7-methylenandrosta-1,4-diene-3,17-dione). Run in CO (methanol). Conditions: temperature 0 celsius, time 24 hour. Product: O1C2C13[C@@H](C([C@H]1[C@@H]4C[C@H](C([C@@]4(C)CC[C@@H]1[C@]3([C@@H](CC2=O)C)C)=O)F)=C)C (4,5-epoxy-16α-fluoro-1β,6β-dimethyl-7-methylenandrostane-3,17-dione). Reaction SMILES: [F:1][C@@H:2]1[CH2:7][C@H:6]2[C@H:8]3[C@H:18]([CH2:19][CH2:20][C@:4]2([CH3:5])[C:3]1=[O:25])[C@:16]1([CH3:17])[C:11](=[CH:12][C:13](=[O:22])[CH:14]=[C:15]1[CH3:21])[C@@H:10]([CH3:23])[C:9]3=[CH2:24].[OH-:26].[Na+]>CO>[O:26]1[C:11]23[C@:16]([CH3:17])([C@H:15]([CH3:21])[CH2:14][C:13](=[O:22])[CH:12]12)[C@@H:18]1[C@H:8]([C@H:6]2[C@@:4]([CH2:20][CH2:19]1)([CH3:5])[C:3](=[O:25])[C@H:2]([F:1])[CH2:7]2)[C:9](=[CH2:24])[C@H:10]3[CH3:23] |f:1.2|. Procedure: 345 mg of 16α-fluoro-1β,6β-dimethyl-7-dimethylenandrost-4-ene-3,17-dione (its preparation is described in Example 2) is dissolved in methanol (20 ml) and the resulting solution cooled to 0° C. Thereupon ice cold 36% hydrogen peroxide (2 ml) and 2% sodium hydroxide (1 ml) are added. The mixture is stirred for about 24 hrs at 0°-5° C. and then poured into ice water. The product is filtered off, washed with water and then dried to give 4,5-epoxy-16α-fluoro-1β,6β-dimethyl-7-methylenandrostane-3,17-d... Reactants: NC1=C(C=CC=C1)C#CC=1C(=CC(=C(C1)/C=C/C(=O)C1=CC=C(C=C1)S(=O)(=O)NC1=NC=CC=C1)OC)OC (4-{3E-[5-(2-amino-phenylethynyl)-2,4-dimethoxyphenyl]acryloyl}-N-pyridin-2-ylbenzenesulfonamide). The reagents and catalysts are [Pd](Cl)Cl (Palladium(II) chloride). The solvent is C(C)#N (acetonitrile). Conditions: time 5 minute. The product is N1C(=CC2=CC=CC=C12)C=1C(=CC(=C(C1)/C=C/C(=O)C1=CC=C(C=C1)S(=O)(=O)NC1=NC=CC=C1)OC)OC (4-{3E-[5-(1H-Indol-2-yl)-2,4-dimethoxyphenyl]acryloyl}-N-pyridin-2-ylbenzenesulfonamide). The yield is 43.6%. As a reaction SMILES: [NH2:1][C:2]1[CH:7]=[CH:6][CH:5]=[CH:4][C:3]=1[C:8]#[C:9][C:10]1[C:11]([O:38][CH3:39])=[CH:12][C:13]([O:36][CH3:37])=[C:14](/[CH:16]=[CH:17]/[C:18]([C:20]2[CH:25]=[CH:24][C:23]([S:26]([NH:29][C:30]3[CH:35]=[CH:34][CH:33]=[CH:32][N:31]=3)(=[O:28])=[O:27])=[CH:22][CH:21]=2)=[O:19])[CH:15]=1>C(#N)C.[Pd](Cl)Cl>[NH:1]1[C:2]2[C:3](=[CH:4][CH:5]=[CH:6][CH:7]=2)[CH:8]=[C:9]1[C:10]1[C:11]([O:38][CH3:39])=[CH:12][C:13]([O:36][CH3:37])=[C:14](/[CH:16]=[CH:17]/[C:18]([C:20]2[CH:25]=[CH:24][C:23]([S:26]([NH:29][C:30]3[CH:35]=[CH:34][CH:33]=[CH:32][N:31]=3)(=[O:28])=[O:27])=[CH:22][CH:21]=2)=[O:19])[CH:15]=1. Procedure details: A suspension of 4-{3E-[5-(2-amino-phenylethynyl)-2,4-dimethoxyphenyl]acryloyl}-N-pyridin-2-ylbenzenesulfonamide (Ex-57A, 735 mg, 1.36 mmol) in acetonitrile (100 mL) was purged with nitrogen for 10 minutes. Palladium(II) chloride (24 mg, 0.14 mmol) was added and the reaction mixture was refluxed for 3.5 hrs. The cooled reaction mixture was stirred with 3-mercaptopropyl functionalized silica gel (500 mg) for 5 minutes, filtered, and concentrated. The crude material was purified by column chromatog... Reactants: [N+](=O)([O-])C=1C=C(C=CC1[N+](=O)[O-])NC(=O)C1=CC2=C(S1)C=CC=C2 (N-(3,4-dinitrophenyl)benzo[b]thiophene-2-carboxamide), C(C1=CC=CC=C1)=O (benzaldehyde). The product is C1(=CC=CC=C1)C1=NC2=C(N1)C=CC(=C2)NC(=O)C2=CC1=C(S2)C=CC=C1 (N-(2-phenyl-1H-benzo[d]imidazol-5-yl)benzo[b]thiophene-2-carboxamide). As a reaction SMILES: [N+:1]([C:4]1[CH:5]=[C:6]([NH:13][C:14]([C:16]2[S:20][C:19]3[CH:21]=[CH:22][CH:23]=[CH:24][C:18]=3[CH:17]=2)=[O:15])[CH:7]=[CH:8][C:9]=1[N+:10]([O-])=O)([O-])=O.[CH:25](=O)[C:26]1[CH:31]=[CH:30][CH:29]=[CH:28][CH:27]=1>>[C:26]1([C:25]2[NH:10][C:9]3[CH:8]=[CH:7][C:6]([NH:13][C:14]([C:16]4[S:20][C:19]5[CH:21]=[CH:22][CH:23]=[CH:24][C:18]=5[CH:17]=4)=[O:15])=[CH:5][C:4]=3[N:1]=2)[CH:31]=[CH:30][CH:29]=[CH:28][CH:27]=1. Reported procedure: Compound 201 was prepared according to the procedure similar to that described in Scheme III from N-(3,4-dinitrophenyl)benzo[b]thiophene-2-carboxamide and benzaldehyde. 1H NMR (500 MHz, CD3OD) δ 8.18 (d, J=2 Hz, 1H), 8.14 (s, 1H), 8.06 (d, J=8 Hz, 2H), 7.91 (m, 2H), 7.85 (d, J=8.5 Hz, 1H), 7.73 (d, J=8.5 Hz, 1H), 7.60 (d, J=8.5 Hz, 1H), 7.53 (m, 3H), 7.44 (m, 3H). Starting materials: OCC(CCCN1C(N2C(CN(CC2)C(=O)OC(C)(C)C)C1)=O)(C)C (tert-Butyl 2-(5-hydroxy-4,4-dimethyl-pentyl)-3-oxo-5,6,8,8a-tetrahydro-1H-imidazo[1,5-a]pyrazine-7-carboxylate), OCC(CCCN1C(N2C(CN(CC2)C(=O)OC(C)(C)C)C1)=O)(C)C (tert-Butyl 2-(5-hydroxy-4,4-dimethyl-pentyl)-3-oxo-5,6,8,8a-tetrahydro-1H-imidazo[1,5-a]pyrazine-7-carboxylate), C(=O)(C(F)(F)F)O (TFA). Solvent: C(Cl)Cl (CH2Cl2). Reaction conditions: time 1 hour. The product is OCC(CCCN1C(N2C(CNCC2)C1)=O)(C)C (2-(5-hydroxy-4,4-dimethyl-pentyl)-1,5,6,7,8,8a-hexahydroimidazo[1,5-a]pyrazin-3-one). RXN SMILES: [OH:1][CH2:2][C:3]([CH3:25])([CH3:24])[CH2:4][CH2:5][CH2:6][N:7]1[CH2:22][CH:10]2[CH2:11][N:12](C(OC(C)(C)C)=O)[CH2:13][CH2:14][N:9]2[C:8]1=[O:23].C(O)(C(F)(F)F)=O>C(Cl)Cl>[OH:1][CH2:2][C:3]([CH3:25])([CH3:24])[CH2:4][CH2:5][CH2:6][N:7]1[CH2:22][CH:10]2[CH2:11][NH:12][CH2:13][CH2:14][N:9]2[C:8]1=[O:23]. Procedure details: tert-Butyl 2-(5-hydroxy-4,4-dimethyl-pentyl)-3-oxo-5,6,8,8a-tetrahydro-1H-imidazo[1,5-a]pyrazine-7-carboxylate (Compound 69-B) (1 mmol) was dissolved in CH2Cl2 (3 mL) followed by the slow addition of TFA (1 mL) at 0° C. The reaction mixture was stirred at rt for 1 hour and then the solvent was removed under vacuum to give the crude product 69-A, which was used directly in the next step. Starting materials: Cl (hydrochloric acid), COC1=CC=C(C=C1)C1(OCCO1)CNC(=O)C1=CC=2C(=CN=C(C2)Cl)N1 (5-chloro-1H-pyrrolo[2,3-c]pyridine-2-carboxylic acid [2-(4-methoxyphenyl)[1,3]dioxolan-2-ylmethyl]amide). Solvent: CC(=O)C (acetone). Yields the product COC1=CC=C(C=C1)C(CNC(=O)C1=CC=2C(=CN=C(C2)Cl)N1)=O (5-Chloro-1H-pyrrolo[2,3-c]pyridine-2-carboxylic acid [2-(4-methoxyphenyl)-2-oxoethyl]amide). RXN SMILES: Cl.[CH3:2][O:3][C:4]1[CH:9]=[CH:8][C:7]([C:10]2([CH2:15][NH:16][C:17]([C:19]3[NH:28][C:22]4=[CH:23][N:24]=[C:25]([Cl:27])[CH:26]=[C:21]4[CH:20]=3)=[O:18])OCC[O:11]2)=[CH:6][CH:5]=1>CC(C)=O>[CH3:2][O:3][C:4]1[CH:5]=[CH:6][C:7]([C:10](=[O:11])[CH2:15][NH:16][C:17]([C:19]2[NH:28][C:22]3=[CH:23][N:24]=[C:25]([Cl:27])[CH:26]=[C:21]3[CH:20]=2)=[O:18])=[CH:8][CH:9]=1. Reported procedure: Aqueous hydrochloric acid (2.1 mL, 2M) was added to a solution of 5-chloro-1H-pyrrolo[2,3-c]pyridine-2-carboxylic acid [2-(4-methoxyphenyl)[1,3]dioxolan-2-ylmethyl]amide (Preparation 49, 160 mg, 0.41 mmol) in acetone (20 mL). The mixture was heated under reflux for 90 min then allowed to cool to rt. The suspension was filtered then washed with acetone and air dried, to give the title compound as a pale yellow solid. δH (d6 DMSO): 3.86 (3H, s), 4.79 (2H, d), 7.08 (2H, d), 7.23 (1H, s), 7.77 (1H, ...